Task: describe an organic reaction: reactants, conditions, products, and yield. Dataset: the Open Reaction Database (ORD), a public repository of structured organic reaction records The reactants are COc1c(CO)cccc1Oc1ccccc1C, O=S(Cl)Cl, c1ccccc1, c1ccncc1. The product is COc1c(CCl)cccc1Oc1ccccc1C. Reaction SMILES: [CH3:11][O:12][c:13]1[c:14]([CH2:15][OH:16])[cH:17][cH:18][cH:19][c:20]1[O:21][c:22]1[c:23]([CH3:28])[cH:24][cH:25][cH:26][cH:27]1.[S:1]([Cl:2])([Cl:3])=[O:4].[cH:29]1[cH:30][cH:31][cH:32][cH:33][cH:34]1.[cH:5]1[cH:6][cH:7][n:8][cH:9][cH:10]1>>[Cl:3][CH2:15][c:14]1[c:13]([O:12][CH3:11])[c:20]([O:21][c:22]2[c:23]([CH3:28])[cH:24][cH:25][cH:26][cH:27]2)[cH:19][cH:18][cH:17]1. The reactants are [BH4-], CCO, [Na+], O=C(c1ccccc1)c1cnc2c(C(F)(F)F)cccc2c1-c1ccccc1. Yields the product OC(c1ccccc1)c1cnc2c(C(F)(F)F)cccc2c1-c1ccccc1. As a reaction SMILES: [BH4-:29].[CH3:31][CH2:32][OH:33].[Na+:30].[c:1]1([C:7](=[O:8])[c:9]2[cH:10][n:11][c:12]3[c:13]([C:25]([F:26])([F:27])[F:28])[cH:14][cH:15][cH:16][c:17]3[c:18]2-[c:19]2[cH:20][cH:21][cH:22][cH:23][cH:24]2)[cH:2][cH:3][cH:4][cH:5][cH:6]1>>[c:1]1([CH:7]([OH:8])[c:9]2[cH:10][n:11][c:12]3[c:13]([C:25]([F:26])([F:27])[F:28])[cH:14][cH:15][cH:16][c:17]3[c:18]2-[c:19]2[cH:20][cH:21][cH:22][cH:23][cH:24]2)[cH:2][cH:3][cH:4][cH:5][cH:6]1. Reactants: CC(CNCC(C)O)O (diisopropanolamine), C1=CC=CC=C1 (benzene), C1(=CC=C(C=C1)S(=O)(=O)O)C (p-toluenesulfonic acid). The solvent is O (water), C(C(C)C)C(=O)C (methyl isobutyl ketone), O (water). The product is CC1(OC(CN1CC(C)O)C)CC(C)C (2-methyl-2-isobutyl-3-(2-hydroxypropyl)-5-methyloxazolidine). As a reaction SMILES: [CH3:1][CH:2]([OH:9])[CH2:3][NH:4][CH2:5][CH:6]([OH:8])[CH3:7].C1C=CC=CC=1.[C:16]1([CH3:26])[CH:21]=C[C:19](S(O)(=O)=O)=[CH:18][CH:17]=1>O.C(C(C)=O)C(C)C>[CH3:19][C:18]1([CH2:17][CH:16]([CH3:26])[CH3:21])[N:4]([CH2:5][CH:6]([OH:8])[CH3:7])[CH2:3][CH:2]([CH3:1])[O:9]1. Procedure details: A reaction vessel equipped with a thermometer, a stirrer and a condenser having a water separator was charged with 133 g of diisopropanolamine, 100 g of benzene, 120 g of methyl isobutyl ketone and p-toluenesulfonic acid. The content was heated to reflux and reacted for another 5 hours with removing water. Benzene was removed under a reduced pressure and then distilled at 75° to 79° C./1 mmHg to obtain 152 g of 2-methyl-2-isobutyl-3-(2-hydroxypropyl)-5-methyloxazolidine. Reactants: ClC=1C2=C(N=C(N1)SC)OC(=N2)C2=CC(=C(OCC(=O)OC(C)(C)C)C(=C2)C)C (tert-butyl [4-(7-chloro-5-methylsulfanyloxazolo[5,4-d]pyrimidin-2-yl)-2,6-dimethylphenoxy]acetate), C(C(C)C)[Mg]Br (isobutylmagnesium bromide). The product is C(C(C)C)C=1C2=C(N=C(N1)SC)OC(=N2)C2=CC(=C(OCC(=O)OC(C)(C)C)C(=C2)C)C (tert-Butyl [4-(7-isobutyl-5-methylsulfanyloxazolo[5,4-d]pyrimidin-2-yl)-2,6-dimethylphenoxy]acetate). Isolated yield 20.0%. Reaction SMILES: Cl[C:2]1[C:3]2[N:12]=[C:11]([C:13]3[CH:27]=[C:26]([CH3:28])[C:16]([O:17][CH2:18][C:19]([O:21][C:22]([CH3:25])([CH3:24])[CH3:23])=[O:20])=[C:15]([CH3:29])[CH:14]=3)[O:10][C:4]=2[N:5]=[C:6]([S:8][CH3:9])[N:7]=1.[CH2:30]([Mg]Br)[CH:31]([CH3:33])[CH3:32]>>[CH2:30]([C:2]1[C:3]2[N:12]=[C:11]([C:13]3[CH:27]=[C:26]([CH3:28])[C:16]([O:17][CH2:18][C:19]([O:21][C:22]([CH3:25])([CH3:24])[CH3:23])=[O:20])=[C:15]([CH3:29])[CH:14]=3)[O:10][C:4]=2[N:5]=[C:6]([S:8][CH3:9])[N:7]=1)[CH:31]([CH3:33])[CH3:32]. Reported procedure: Analogously to example 1 (g), the reaction of 1.50 g of tert-butyl [4-(7-chloro-5-methylsulfanyloxazolo[5,4-d]pyrimidin-2-yl)-2,6-dimethylphenoxy]acetate with isobutylmagnesium bromide gave 0.31 g (20%) of the title compound. Starting materials: C(C)(C)(C)C1=CC=C(C(=O)NC=2C=CC(=NC2)C2=CC=C3CN(C(C3=C2)=O)[C@H](C(=O)O)C(C)C)C=C1 ((S)-2-(6-(5-(4-tert-Butylbenzamido)pyridin-2-yl)-1-oxoisoindolin-2-yl)-3-methyl butanoic acid), C(C)(C)(C)C1=CC=C(C(=O)NC2=C(C=C(C=C2)C2=CC=C3CN(C(C3=C2)=O)[C@H](C(=O)OC)C(C)C)F)C=C1 ((S)-Methyl 2-(6-(4-(4-tert-butylbenzamido)-3-fluorophenyl)-1-oxoisoindolin-2-yl)-3-methylbutanoate). Yields the product FC=1C=C(C=CC1NC(C1=CC=C(C=C1)CCCCC)=O)C1=CC=C2CN(C(C2=C1)=O)[C@H](C(=O)O)C(C)C ((S)-2-(6-(3-Fluoro-4-(4-pentylbenzamido)phenyl)-1-oxoisoindolin-2-yl)-3-methylbutanoic acid). Isolated yield 83.0%. RXN SMILES: [C:1]([C:5]1C=CC(C(NC2C=CC(C3C=C4C(CN([C@@H](C(C)C)C(O)=O)C4=O)=CC=3)=NC=2)=O)=[CH:7][CH:6]=1)(C)(C)[CH3:2].C([C:41]1[CH:74]=[CH:73][C:44]([C:45]([NH:47][C:48]2[CH:53]=[CH:52][C:51]([C:54]3[CH:62]=[C:61]4[C:57]([CH2:58][N:59]([C@@H:64]([CH:69]([CH3:71])[CH3:70])[C:65]([O:67]C)=[O:66])[C:60]4=[O:63])=[CH:56][CH:55]=3)=[CH:50][C:49]=2[F:72])=[O:46])=[CH:43][CH:42]=1)(C)(C)C>>[F:72][C:49]1[CH:50]=[C:51]([C:54]2[CH:62]=[C:61]3[C:57]([CH2:58][N:59]([C@@H:64]([CH:69]([CH3:70])[CH3:71])[C:65]([OH:67])=[O:66])[C:60]3=[O:63])=[CH:56][CH:55]=2)[CH:52]=[CH:53][C:48]=1[NH:47][C:45](=[O:46])[C:44]1[CH:73]=[CH:74][C:41]([CH2:2][CH2:1][CH2:5][CH2:6][CH3:7])=[CH:42][CH:43]=1. Procedure: The compound of example 446 was prepared analogous to the compound of example 404 by hydrolysis of the compound of example 443. Reactants: BrCCc1ccccc1, O=C([O-])[O-], CC#N, [K+], [K+], O, NC(=O)c1cccc(O)c1. The product is NC(=O)c1cccc(OCCc2ccccc2)c1. RXN SMILES: [Br:17][CH2:18][CH2:19][c:20]1[cH:21][cH:22][cH:23][cH:24][cH:25]1.[C:11](=[O:12])([O-:13])[O-:14].[CH3:26][C:27]#[N:28].[K+:15].[K+:16].[OH2:29].[OH:1][c:2]1[cH:3][c:4]([C:5](=[O:6])[NH2:7])[cH:8][cH:9][cH:10]1>>[O:1]([c:2]1[cH:3][c:4]([C:5](=[O:6])[NH2:7])[cH:8][cH:9][cH:10]1)[CH2:18][CH2:19][c:20]1[cH:21][cH:22][cH:23][cH:24][cH:25]1.